Dataset: the Open Reaction Database (ORD), a public repository of structured organic reaction records. Task: describe an organic reaction: reactants, conditions, products, and yield Starting materials: C1CCOC1, [Cl-], [Fe], [NH4+], O=C(NCC(=O)N1CCN(C(=O)c2ccccc2C(F)(F)F)CC1)c1ccc(-c2cccc([N+](=O)[O-])c2)cc1, O. The product is Nc1cccc(-c2ccc(C(=O)NCC(=O)N3CCN(C(=O)c4ccccc4C(F)(F)F)CC3)cc2)c1. RXN SMILES: [CH2:42]1[O:43][CH2:44][CH2:45][CH2:46]1.[Cl-:1].[Fe:48].[NH4+:2].[O:3]=[C:4]([CH2:5][NH:6][C:7](=[O:8])[c:9]1[cH:10][cH:11][c:12](-[c:15]2[cH:16][c:17]([N+:21]([O-:22])=[O:23])[cH:18][cH:19][cH:20]2)[cH:13][cH:14]1)[N:24]1[CH2:25][CH2:26][N:27]([C:30]([c:31]2[c:32]([C:37]([F:38])([F:39])[F:40])[cH:33][cH:34][cH:35][cH:36]2)=[O:41])[CH2:28][CH2:29]1.[OH2:47]>>[O:3]=[C:4]([CH2:5][NH:6][C:7](=[O:8])[c:9]1[cH:10][cH:11][c:12](-[c:15]2[cH:16][c:17]([NH2:21])[cH:18][cH:19][cH:20]2)[cH:13][cH:14]1)[N:24]1[CH2:25][CH2:26][N:27]([C:30]([c:31]2[c:32]([C:37]([F:38])([F:39])[F:40])[cH:33][cH:34][cH:35][cH:36]2)=[O:41])[CH2:28][CH2:29]1.